Dataset: the Open Reaction Database (ORD), a public repository of structured organic reaction records. Task: describe an organic reaction: reactants, conditions, products, and yield The reactants are O=C([O-])[O-], COC(=O)CNS(=O)(=O)c1ccccc1[N+](=O)[O-], CC#N, COc1cc(-c2cc(CCl)ccn2)cc(OC)c1OC, [I-], [K+], [K+], [K+]. Product: COC(=O)CN(Cc1ccnc(-c2cc(OC)c(OC)c(OC)c2)c1)S(=O)(=O)c1ccccc1[N+](=O)[O-]. As a reaction SMILES: [C:19](=[O:20])([O-:21])[O-:22].[CH3:1][O:2][C:3]([CH2:4][NH:5][S:6](=[O:7])(=[O:8])[c:9]1[c:10]([N+:15](=[O:16])[O-:17])[cH:11][cH:12][cH:13][cH:14]1)=[O:18].[CH3:47][C:48]#[N:49].[Cl:27][CH2:28][c:29]1[cH:30][c:31](-[c:35]2[cH:36][c:37]([O:45][CH3:46])[c:38]([O:43][CH3:44])[c:39]([O:41][CH3:42])[cH:40]2)[n:32][cH:33][cH:34]1.[I-:26].[K+:23].[K+:24].[K+:25]>>[CH3:1][O:2][C:3]([CH2:4][N:5]([S:6](=[O:7])(=[O:8])[c:9]1[c:10]([N+:15](=[O:16])[O-:17])[cH:11][cH:12][cH:13][cH:14]1)[CH2:28][c:29]1[cH:30][c:31](-[c:35]2[cH:36][c:37]([O:45][CH3:46])[c:38]([O:43][CH3:44])[c:39]([O:41][CH3:42])[cH:40]2)[n:32][cH:33][cH:34]1)=[O:18]. The reactants are O=[N+]([O-])c1ccc(Cl)nc1, [Na+], [O-]c1ccccc1, CN(C)C=O, O, O, O, O. Yields the product O=[N+]([O-])c1ccc(Oc2ccccc2)nc1. Reaction SMILES: [Cl:1][c:2]1[n:3][cH:4][c:5]([N+:8](=[O:9])[O-:10])[cH:6][cH:7]1.[Na+:21].[O-:14][c:15]1[cH:16][cH:17][cH:18][cH:19][cH:20]1.[O:23]=[CH:24][N:25]([CH3:26])[CH3:27].[OH2:11].[OH2:12].[OH2:13].[OH2:22]>>[c:2]1([O:14][c:15]2[cH:16][cH:17][cH:18][cH:19][cH:20]2)[n:3][cH:4][c:5]([N+:8](=[O:9])[O-:10])[cH:6][cH:7]1. The reactants are FC(C(=O)OCC)(C(CCCCCCCCCCC)OC(=S)C(=O)C=1NC=CN1)F (ethyl 2,2-difluoro-3-imidazoylthiocarbonyloxytetradecanoate), C(CCC)[SnH](CCCC)CCCC (tri-n-butyltin hydride). Solvent: C1(=CC=CC=C1)C (toluene), C1(=CC=CC=C1)C (toluene). The product is FC(C(=O)OCC)(CCCCCCCCCCCC)F (ethyl 2,2-difluorotetradecanoate). Isolated yield 77.5%. RXN SMILES: [F:1][C:2]([F:30])([CH:8](OC(C(C1NC=CN=1)=O)=S)[CH2:9][CH2:10][CH2:11][CH2:12][CH2:13][CH2:14][CH2:15][CH2:16][CH2:17][CH2:18][CH3:19])[C:3]([O:5][CH2:6][CH3:7])=[O:4].C([SnH](CCCC)CCCC)CCC>C1(C)C=CC=CC=1>[F:1][C:2]([F:30])([CH2:8][CH2:9][CH2:10][CH2:11][CH2:12][CH2:13][CH2:14][CH2:15][CH2:16][CH2:17][CH2:18][CH3:19])[C:3]([O:5][CH2:6][CH3:7])=[O:4]. Procedure details: Ethyl bromodifluoroacetate (6.0 g) and dodecyl aldehyde (1.84 g) were mixed with anhydrous tetrahydrofuran (40 ml) under argon atmosphere, and the solution was added dropwise to a suspension of zinc powder (2.2 g) and copper bromide (I) (0.22 g) in anhydrous tetrahydrofuran (40 ml) which was heated to a refluxing temperature. The mixture, after heating under reflux for 5 hours, was cooled and concentrated under reduced pressure. The residue was subjected to chromatography on a silica gel column ... Reactants: COC(=O)c1ccccc1N, CCc1ccc(C=Cc2n[nH]c3cc(Cl)ccc23)nc1, [K+], [K+], [K+], O=C(C=Cc1ccccc1)C=Cc1ccccc1, O=C(C=Cc1ccccc1)C=Cc1ccccc1, O=C(C=Cc1ccccc1)C=Cc1ccccc1, O=P([O-])([O-])[O-], [Pd], [Pd]. As a reaction SMILES: [C:29]([c:30]1[c:31]([NH2:32])[cH:33][cH:34][cH:35][cH:36]1)(=[O:37])[O:38][CH3:39].[Cl:1][c:2]1[cH:3][cH:4][c:5]2[c:6]([CH:11]=[CH:12][c:13]3[n:14][cH:15][c:16]([CH2:19][CH3:20])[cH:17][cH:18]3)[n:7][nH:8][c:9]2[cH:10]1.[K+:26].[K+:27].[K+:28].[O:42]=[C:43]([CH:44]=[CH:45][c:46]1[cH:47][cH:48][cH:49][cH:50][cH:51]1)[CH:52]=[CH:53][c:54]1[cH:55][cH:56][cH:57][cH:58][cH:59]1.[O:60]=[C:61]([CH:62]=[CH:63][c:64]1[cH:65][cH:66][cH:67][cH:68][cH:69]1)[CH:70]=[CH:71][c:72]1[cH:73][cH:74][cH:75][cH:76][cH:77]1.[O:78]=[C:79]([CH:80]=[CH:81][c:82]1[cH:83][cH:84][cH:85][cH:86][cH:87]1)[CH:88]=[CH:89][c:90]1[cH:91][cH:92][cH:93][cH:94][cH:95]1.[P:21]([O-:22])([O-:23])([O-:24])=[O:25].[Pd:40].[Pd:41]>>[c:2]1([NH:32][c:31]2[c:30]([C:29](=[O:37])[O:38][CH3:39])[cH:36][cH:35][cH:34][cH:33]2)[cH:3][cH:4][c:5]2[c:6]([CH:11]=[CH:12][c:13]3[n:14][cH:15][c:16]([CH2:19][CH3:20])[cH:17][cH:18]3)[n:7][nH:8][c:9]2[cH:10]1. The product is CCc1ccc(C=Cc2n[nH]c3cc(Nc4ccccc4C(=O)OC)ccc23)nc1. Reactants: FC=1C=C(C=CC1OC1=CC(=CC=C1)F)CO ((3-fluoro-4-(3-fluorophenoxyl)phenyl)methanol), ClC1=NC(N2C(N(CCC2)C(=O)OC(C)(C)C)=C1)=O (tert-butyl 8-chloro-6-oxo-2,3,4,6-tetrahydro-1H-pyrimido[1,6-a]pyrimidine-1-carboxylate). The product is FC=1C=C(COC2=NC(N3C(NCCC3)=C2)=O)C=CC1OC1=CC(=CC=C1)F (8-((3-fluoro-4-(3-fluorophenoxyl)benzyl)oxy)-3,4-dihydro-1H-pyrimido[1,6-a]pyrimidin-6(2H)-one). RXN SMILES: [F:1][C:2]1[CH:3]=[C:4]([CH2:16][OH:17])[CH:5]=[CH:6][C:7]=1[O:8][C:9]1[CH:14]=[CH:13][CH:12]=[C:11]([F:15])[CH:10]=1.Cl[C:19]1[CH:35]=[C:23]2[N:24](C(OC(C)(C)C)=O)[CH2:25][CH2:26][CH2:27][N:22]2[C:21](=[O:36])[N:20]=1>>[F:1][C:2]1[CH:3]=[C:4]([CH:5]=[CH:6][C:7]=1[O:8][C:9]1[CH:14]=[CH:13][CH:12]=[C:11]([F:15])[CH:10]=1)[CH2:16][O:17][C:19]1[CH:35]=[C:23]2[NH:24][CH2:25][CH2:26][CH2:27][N:22]2[C:21](=[O:36])[N:20]=1. Reported procedure: The title compound or its salt was prepared by a procedure similar to that described for E111 starting from (3-fluoro-4-(3-fluorophenoxyl)phenyl)methanol and tert-butyl 8-chloro-6-oxo-2,3,4,6-tetrahydro-1H-pyrimido[1,6-a]pyrimidine-1-carboxylate. Starting materials: IC=1C(NC(=NC1OC1=CC=CC=C1)C1=CC=CC=C1)=O (5-iodo-6-phenoxy-2-phenyl-4(3H)-pyrimidinone). The reagents and catalysts are [Zn] (zinc), [Zn] (zinc), [Zn] (zinc). The solvent is C(C)(=O)O (acetic acid). The product is O(C1=CC=CC=C1)C1=CC(NC(=N1)C1=CC=CC=C1)=O (6-phenoxy-2-phenyl-4(3H)-pyrimidinone). The yield is 125.6%. As a reaction SMILES: I[C:2]1[C:3](=[O:21])[NH:4][C:5]([C:15]2[CH:20]=[CH:19][CH:18]=[CH:17][CH:16]=2)=[N:6][C:7]=1[O:8][C:9]1[CH:14]=[CH:13][CH:12]=[CH:11][CH:10]=1>[Zn].C(O)(=O)C>[O:8]([C:7]1[N:6]=[C:5]([C:15]2[CH:16]=[CH:17][CH:18]=[CH:19][CH:20]=2)[NH:4][C:3](=[O:21])[CH:2]=1)[C:9]1[CH:14]=[CH:13][CH:12]=[CH:11][CH:10]=1. Procedure: A mixture of 7.07 g (18.1 mmol) of crude 5-iodo-6-phenoxy-2-phenyl-4(3H)-pyrimidinone, 2.02 g (31.1 mmol) of zinc dust and 25 mL of glacial acetic acid was heated to reflux. After 15 min an additional 2.06 g (31.7 mmol) of zinc dust was added, followed 15 min later by a further 2.04 g (31.4 mmol) of zinc dust. The mixture was maintained at reflux for 2 h, cooled and filtered to remove unreacted zinc. The filtrate was rotovaped to leave a semi-solid which was triturated with 75 mL of boiling wate...